Dataset: the Open Reaction Database (ORD), a public repository of structured organic reaction records. Task: describe an organic reaction: reactants, conditions, products, and yield The product is Cl.CN1CCC2=C(CC1)C=C(C(=C2)S(=O)(=O)C)OC (3-methyl-8-methoxy-7-methylsulfonyl-2,3,4,5-tetrahydro-1H-3-benzazepine hydrochloride). The reagents and catalysts are [Pt]=O (platinum oxide). The solvent is C(C)O (ethanol). Procedure: A mixture of 8-methoxy-7-methylsulfonyl-2,3,4,5-tetrahydro-1H-3-benzazepine hydrochloride (1 g, 3.5 mmol), 37% aqueous formaldehyde (1.1 g) and platinum oxide (0.1 g) in ethanol (25 ml) was shaken under an atmosphere of hydrogen (60 psi). The mixture was degassed, filtered and concentrated at reduced pressure to give 3-methyl-8-methoxy-7-methylsulfonyl-2,3,4,5-tetrahydro-1H-3-benzazepine hydrochloride. Reactants: Cl.COC=1C(=CC2=C(CCNCC2)C1)S(=O)(=O)C (8-methoxy-7-methylsulfonyl-2,3,4,5-tetrahydro-1H-3-benzazepine hydrochloride), C=O (formaldehyde). RXN SMILES: [ClH:1].[CH3:2][O:3][C:4]1[C:5]([S:15]([CH3:18])(=[O:17])=[O:16])=[CH:6][C:7]2[CH2:13][CH2:12][NH:11][CH2:10][CH2:9][C:8]=2[CH:14]=1.[CH2:19]=O>C(O)C.[Pt]=O>[ClH:1].[CH3:19][N:11]1[CH2:10][CH2:9][C:8]2[CH:14]=[C:4]([O:3][CH3:2])[C:5]([S:15]([CH3:18])(=[O:17])=[O:16])=[CH:6][C:7]=2[CH2:13][CH2:12]1 |f:0.1,5.6|.